Dataset: the Open Reaction Database (ORD), a public repository of structured organic reaction records. Task: describe an organic reaction: reactants, conditions, products, and yield Reactants: [Li+].C[Si](C)(C)[N-][Si](C)(C)C (LiHMDS), COC(CC=1C(=CC=C2C=CC(=NC12)OC)F)=O ((7-fluoro-2-methoxy-quinolin-8-yl)-acetic acid methyl ester), BrCC#N (Bromoacetonitrile). The solvent is C1CCOC1 (THF). Conditions: temperature -78 celsius, time 2 hour. Yields the product COC(C(CC#N)C=1C(=CC=C2C=CC(=NC12)OC)F)=O (rac-3-cyano-2-(7-fluoro-2-methoxy-quinolin-8-yl)-propionic acid methyl ester). Isolated yield 82.0%. As a reaction SMILES: [CH3:1][O:2][C:3](=[O:18])[CH2:4][C:5]1[C:6]([F:17])=[CH:7][CH:8]=[C:9]2[C:14]=1[N:13]=[C:12]([O:15][CH3:16])[CH:11]=[CH:10]2.[Li+].C[Si]([N-][Si](C)(C)C)(C)C.Br[CH2:30][C:31]#[N:32]>C1COCC1>[CH3:1][O:2][C:3](=[O:18])[CH:4]([C:5]1[C:6]([F:17])=[CH:7][CH:8]=[C:9]2[C:14]=1[N:13]=[C:12]([O:15][CH3:16])[CH:11]=[CH:10]2)[CH2:30][C:31]#[N:32] |f:1.2|. Procedure: To a solution of (7-fluoro-2-methoxy-quinolin-8-yl)-acetic acid methyl ester (1.0 g, 4.0 mmol; prepared as in WO 2007/081597) in THF (10 mL) cooled to −78° C. was added LiHMDS (1M, 4.43 mL, 1.2 eq.) dropwise over 15 min. The resulting orange mixture was stirred at −78° C. for 2 h. Bromoacetonitrile (1.5 eq.) was added dropwise over 20 min and stirring was continued at −78° C. for an additional 2 h. The reaction was quenched with water and extracted with EA (3×). The combined org. phases were was...